From a dataset of the Open Reaction Database (ORD), a public repository of structured organic reaction records. describe an organic reaction: reactants, conditions, products, and yield The reactants are O=C([O-])[O-], CC(C)=O, [K+], [K+], COc1nc(N=C=S)nc2c1CCC2, COC(=O)c1ccccc1S(N)(=O)=O. Yields the product COC(=O)c1ccccc1S(=O)(=O)NC(=S)Nc1nc2c(c(OC)n1)CCC2. RXN SMILES: [C:29](=[O:30])([O-:31])[O-:32].[CH3:35][C:36](=[O:37])[CH3:38].[K+:33].[K+:34].[N:15](=[C:16]=[S:17])[c:18]1[n:19][c:20]2[c:21]([c:22]([O:24][CH3:25])[n:23]1)[CH2:26][CH2:27][CH2:28]2.[NH2:1][S:2](=[O:3])(=[O:4])[c:5]1[c:6]([C:7](=[O:8])[O:9][CH3:10])[cH:11][cH:12][cH:13][cH:14]1>>[NH:1]([S:2](=[O:3])(=[O:4])[c:5]1[c:6]([C:7](=[O:8])[O:9][CH3:10])[cH:11][cH:12][cH:13][cH:14]1)[C:16]([NH:15][c:18]1[n:19][c:20]2[c:21]([c:22]([O:24][CH3:25])[n:23]1)[CH2:26][CH2:27][CH2:28]2)=[S:17].